This data is from the Open Reaction Database (ORD), a public repository of structured organic reaction records. The task is: describe an organic reaction: reactants, conditions, products, and yield Reactants: NC1=CC=C(C=C1)C(CN1C(=NC(C1=O)(C1=CC=CC=C1)C1=CC=CC=C1)C)=O (3-[2-(4-amino-phenyl)-2-oxo-ethyl]-2-methyl-5,5-diphenyl-3,5-dihydro-imidazol-4-one), N(=C=O)C1=CC=C(C=C1)[N+](=O)[O-] (1-isocyanato-4-nitro-benzene). Product: CC=1N(C(C(N1)(C1=CC=CC=C1)C1=CC=CC=C1)=O)CC(=O)C1=CC=C(C=C1)NC(=O)NC1=CC=C(C=C1)[N+](=O)[O-] (1-{4-[2-(2-methyl-5-oxo-4,4-diphenyl-4,5-dihydro-imidazol-1-yl)-acetyl]-phenyl}-3-(4-nitro-phenyl)-urea). As a reaction SMILES: [NH2:1][C:2]1[CH:7]=[CH:6][C:5]([C:8](=[O:29])[CH2:9][N:10]2[C:14](=[O:15])[C:13]([C:22]3[CH:27]=[CH:26][CH:25]=[CH:24][CH:23]=3)([C:16]3[CH:21]=[CH:20][CH:19]=[CH:18][CH:17]=3)[N:12]=[C:11]2[CH3:28])=[CH:4][CH:3]=1.[N:30]([C:33]1[CH:38]=[CH:37][C:36]([N+:39]([O-:41])=[O:40])=[CH:35][CH:34]=1)=[C:31]=[O:32]>>[CH3:28][C:11]1[N:10]([CH2:9][C:8]([C:5]2[CH:4]=[CH:3][C:2]([NH:1][C:31]([NH:30][C:33]3[CH:34]=[CH:35][C:36]([N+:39]([O-:41])=[O:40])=[CH:37][CH:38]=3)=[O:32])=[CH:7][CH:6]=2)=[O:29])[C:14](=[O:15])[C:13]([C:22]2[CH:23]=[CH:24][CH:25]=[CH:26][CH:27]=2)([C:16]2[CH:21]=[CH:20][CH:19]=[CH:18][CH:17]=2)[N:12]=1. Procedure details: Synthesis in analogy to Example 6 starting from 3-[2-(4-amino-phenyl)-2-oxo-ethyl]-2-methyl-5,5-diphenyl-3,5-dihydro-imidazol-4-one and 1-isocyanato-4-nitro-benzene to yield 1-{4-[2-(2-methyl-5-oxo-4,4-diphenyl-4,5-dihydro-imidazol-1-yl)-acetyl]-phenyl}-3-(4-nitro-phenyl)-urea. LC/MS at 254 nm; [M+H] 548; Rt 3.601 min. The reactants are CC(CO[Si](c1ccccc1)(c1ccccc1)C(C)(C)C)C(=O)O, CNOC, CC(C)[Mg+], [Cl-], Cl, C1CCOC1. Yields the product CON(C)C(=O)C(C)CO[Si](c1ccccc1)(c1ccccc1)C(C)(C)C. RXN SMILES: [C:6]([CH3:7])([CH3:8])([CH3:9])[Si:10]([O:11][CH2:12][CH:13]([C:14](=[O:15])[OH:16])[CH3:17])([c:18]1[cH:19][cH:20][cH:21][cH:22][cH:23]1)[c:24]1[cH:25][cH:26][cH:27][cH:28][cH:29]1.[CH3:31][O:32][NH:33][CH3:34].[CH:2]([Mg+:3])([CH3:4])[CH3:5].[Cl-:1].[ClH:30].[O:35]1[CH2:36][CH2:37][CH2:38][CH2:39]1>>[C:6]([CH3:7])([CH3:8])([CH3:9])[Si:10]([O:11][CH2:12][CH:13]([C:14](=[O:15])[N:33]([O:32][CH3:31])[CH3:34])[CH3:17])([c:18]1[cH:19][cH:20][cH:21][cH:22][cH:23]1)[c:24]1[cH:25][cH:26][cH:27][cH:28][cH:29]1. Starting materials: NC1=C(C=C(C=N1)C=1C=NN(C1)C1CCN(CC1)C=O)C=1N=CC2=C(C=CC(=C2C1)Cl)F (4-{4-[6-amino-5-(5-chloro-8-fluoroisoquinolin-3-yl)-pyridin-3-yl]-pyrazol-1-yl}-piperidine-1-carbaldehyde), C1CCOC1 (THF), O.O.O.O.O.O.O.O.O.O.S(=O)(=O)([O-])[O-].[Na+].[Na+] (Sodium sulfate decahydrate), [H-].[H-].[H-].[H-].[Li+].[Al+3] (LiAlH4). The solvent is CCOC(=O)C (EtOAc). Reaction conditions: temperature 0 celsius, time 30 minute. The product is ClC1=C2C=C(N=CC2=C(C=C1)F)C=1C(=NC=C(C1)C=1C=NN(C1)C1CCN(CC1)C)N (3-(5-Chloro-8-fluoroisoquinolin-3-yl)-5-[1-(1-methylpiperidin-4-yl)-1H-pyrazol-4-yl]-pyridin-2-ylamine). As a reaction SMILES: [NH2:1][C:2]1[N:7]=[CH:6][C:5]([C:8]2[CH:9]=[N:10][N:11]([CH:13]3[CH2:18][CH2:17][N:16]([CH:19]=O)[CH2:15][CH2:14]3)[CH:12]=2)=[CH:4][C:3]=1[C:21]1[N:22]=[CH:23][C:24]2[C:29]([CH:30]=1)=[C:28]([Cl:31])[CH:27]=[CH:26][C:25]=2[F:32].C1COCC1.[H-].[H-].[H-].[H-].[Li+].[Al+3].O.O.O.O.O.O.O.O.O.O.S([O-])([O-])(=O)=O.[Na+].[Na+]>CCOC(C)=O>[Cl:31][C:28]1[CH:27]=[CH:26][C:25]([F:32])=[C:24]2[C:29]=1[CH:30]=[C:21]([C:3]1[C:2]([NH2:1])=[N:7][CH:6]=[C:5]([C:8]3[CH:9]=[N:10][N:11]([CH:13]4[CH2:14][CH2:15][N:16]([CH3:19])[CH2:17][CH2:18]4)[CH:12]=3)[CH:4]=1)[N:22]=[CH:23]2 |f:2.3.4.5.6.7,8.9.10.11.12.13.14.15.16.17.18.19.20|. Reported procedure: To a solution of 4-{4-[6-amino-5-(5-chloro-8-fluoroisoquinolin-3-yl)-pyridin-3-yl]-pyrazol-1-yl}-piperidine-1-carbaldehyde (50.0 mg, 0.111 mmol) in THF (5 mL, 60 mmol), cooled to ≈0° C., LiAlH4 (1.0M solution in THF; 0.27 mL, 0.27 mmol) was added, and the reaction mixture was stirred at 0° C.→rt for 30 min. Sodium sulfate decahydrate (0.1 g, 0.4 mmol) and EtOAc were added and the reaction mixture was stirred for 10 min at rt. The solids were filtered off, and the filtrate was concentrated and pu...